This data is from the Open Reaction Database (ORD), a public repository of structured organic reaction records. The task is: describe an organic reaction: reactants, conditions, products, and yield Reactants: C1(=CC=CC=C1)C1=C(OC=2C=C(C=CC2)NCC=2C=NC=CC2)C=CC=C1 (N-(3-(2-phenylphenoxy)phenyl)pyrid-3-ylmethylamine), C(C)S(=O)(=O)Cl (ethanesulfonyl chloride). The product is C1(=CC=CC=C1)C1=C(OC=2C=C(C=CC2)N(S(=O)(=O)CC)CC=2C=NC=CC2)C=CC=C1 (N-(3-(2-phenylphenoxy)phenyl)-N-(ethylsulfonyl)pyrid-3-ylmethylamine). RXN SMILES: [C:1]1([C:7]2[CH:27]=[CH:26][CH:25]=[CH:24][C:8]=2[O:9][C:10]2[CH:11]=[C:12]([NH:16][CH2:17][C:18]3[CH:19]=[N:20][CH:21]=[CH:22][CH:23]=3)[CH:13]=[CH:14][CH:15]=2)[CH:6]=[CH:5][CH:4]=[CH:3][CH:2]=1.[CH2:28]([S:30](Cl)(=[O:32])=[O:31])[CH3:29]>>[C:1]1([C:7]2[CH:27]=[CH:26][CH:25]=[CH:24][C:8]=2[O:9][C:10]2[CH:11]=[C:12]([N:16]([CH2:17][C:18]3[CH:19]=[N:20][CH:21]=[CH:22][CH:23]=3)[S:30]([CH2:28][CH3:29])(=[O:32])=[O:31])[CH:13]=[CH:14][CH:15]=2)[CH:2]=[CH:3][CH:4]=[CH:5][CH:6]=1. Procedure details: Using the procedure of Example 342 using N-(3-(2-phenylphenoxy)phenyl)pyrid-3-ylmethylamine and ethanesulfonyl chloride (Aldrich) and purifying via preparative HPLC eluting with 99:1 to 97:3 DCM/MeOH gave the title compound. Anal Calcd for C26H24N2O3S: C, 70.25; H, 5.44; N, 6.30. Found: C, 70.13; H, 5.39; N, 6.26. MS found 445.1 [M+H]+